Dataset: the Open Reaction Database (ORD), a public repository of structured organic reaction records. Task: describe an organic reaction: reactants, conditions, products, and yield Reactants: C(C1=CC=CC=C1)=O (benzaldehyde), OCC(=O)C1=CC=CC=C1 (2-hydroxy acetophenone), [OH-].[Na+] (sodium hydroxide), [OH-].[Na+] (sodium hydroxide), OO (hydrogen peroxide), Cl (hydrochloric acid). Solvent: CO (methanol), O (water), CO (methanol). Conditions: temperature 12.5 celsius, time 24 hour. Product: OC1=C(OC2=CC=CC=C2C1=O)C1=CC=CC=C1 (3-hydroxy-2-phenyl-4H-chromen-4-one). Reaction SMILES: [CH:1](=[O:8])[C:2]1[CH:7]=[CH:6][CH:5]=[CH:4][CH:3]=1.[OH:9][CH2:10][C:11]([C:13]1[CH:18]=[CH:17][CH:16]=[CH:15][CH:14]=1)=[O:12].[OH-].[Na+].OO.Cl>CO.O>[OH:9][C:10]1[C:11](=[O:12])[C:13]2[C:14](=[CH:15][CH:16]=[CH:17][CH:18]=2)[O:8][C:1]=1[C:2]1[CH:7]=[CH:6][CH:5]=[CH:4][CH:3]=1 |f:2.3|. Procedure: To a three necked round bottomed flask, equipped with reflux condenser, calcium chloride guard tube and nitrogen inlet and magnetic stirrer, was charged methanol (200 mililiters (ml)), benzaldehyde (10.6 grams (g)) and 2-hydroxy acetophenone (13.6 g). The mixture was cooled to 10-15° C. and sodium hydroxide (15 g in 40 milliliters (ml) water) was slowly added. The reaction mixture was stirred at room temperature (˜25° C.) for 24 hours. Then methanol was added to the reaction mixture and the mixt... Reactants: COC(C(CC(C)(C)C1=C(C=CC(=C1)F)Br)C(C1=CC=CC=C1)=O)=O (2-benzoyl-4-(2-bromo-5-fluorophenyl)-4-methylvaleric acid-methyl ester), C([O-])([O-])=O.[K+].[K+] (potassium carbonate), C([O-])([O-])=O.[Cs+].[Cs+] (cesium carbonate), CI (methyl iodide), S(O)(O)(=O)=O (sulfuric acid), C(CC(O)(C(=O)O)CC(=O)O)(=O)O (citric acid). The solvent is CO (MeOH). Conditions: time 3 hour. Product: COC(C(CC(C)(C)C1=C(C=CC(=C1)F)Br)O)=O (4-(2-Bromo-5-fluorophenyl)-2-hydroxy-4-methylvaleric acid-methyl ester). Isolated yield 36.8%. Reaction SMILES: [CH3:1][O:2][C:3](=[O:25])[CH:4](C(=O)C1C=CC=CC=1)[CH2:5][C:6]([C:9]1[CH:14]=[C:13]([F:15])[CH:12]=[CH:11][C:10]=1[Br:16])([CH3:8])[CH3:7].C(=O)([O-])[O-:27].[K+].[K+].S(=O)(=O)(O)O.C(=O)([O-])[O-].[Cs+].[Cs+].CI.C(O)(=O)CC(CC(O)=O)(C(O)=O)O>CO>[CH3:1][O:2][C:3](=[O:25])[CH:4]([OH:27])[CH2:5][C:6]([C:9]1[CH:14]=[C:13]([F:15])[CH:12]=[CH:11][C:10]=1[Br:16])([CH3:8])[CH3:7] |f:1.2.3,5.6.7|. Reported procedure: A solution of 0.9 g (2.13 mmol) of 2-benzoyl-4-(2-bromo-5-fluorophenyl)-4-methylvaleric acid-methyl ester in 50 ml of MeOH is mixed with 1.47 g (10.6 mmol) of potassium carbonate and stirred for 3 hours at room temperature. The batch is acidified (pH 3) with 10% sulfuric acid, and it is extracted with ethyl acetate. The combined extracts are washed with saturated NaCl, dried (Na2SO4) and concentrated by evaporation in a vacuum. The residue is taken up in 8 ml of DMF and stirred with 1.92 g (5.9 ... The reactants are BrB(Br)Br, CO, ClCCl, COc1ccc2c(c1)CCN(C(=O)C(F)(F)F)C2c1ccc(OCCN2CCCC2)cc1. Product: O=C(N1CCc2cc(O)ccc2C1c1ccc(OCCN2CCCC2)cc1)C(F)(F)F. Reaction SMILES: [B:1]([Br:2])([Br:3])[Br:4].[CH3:37][OH:38].[Cl:39][CH2:40][Cl:41].[F:5][C:6]([C:7](=[O:8])[N:9]1[CH:10]([c:21]2[cH:22][cH:23][c:24]([O:27][CH2:28][CH2:29][N:30]3[CH2:31][CH2:32][CH2:33][CH2:34]3)[cH:25][cH:26]2)[c:11]2[cH:12][cH:13][c:14]([O:19][CH3:20])[cH:15][c:16]2[CH2:17][CH2:18]1)([F:35])[F:36]>>[F:5][C:6]([C:7](=[O:8])[N:9]1[CH:10]([c:21]2[cH:22][cH:23][c:24]([O:27][CH2:28][CH2:29][N:30]3[CH2:31][CH2:32][CH2:33][CH2:34]3)[cH:25][cH:26]2)[c:11]2[cH:12][cH:13][c:14]([OH:19])[cH:15][c:16]2[CH2:17][CH2:18]1)([F:35])[F:36]. The reactants are CNC, CN, O=C(O)Cc1ccccc1-c1ccc(C(=O)N2Cc3ccc(C(=O)NCc4cccnc4)n3Cc3ccccc32)cc1. Yields the product CNC(=O)Cc1ccccc1-c1ccc(C(=O)N2Cc3ccc(C(=O)NCc4cccnc4)n3Cc3ccccc32)cc1. Reaction SMILES: [CH3:43][NH:44][CH3:45].[CH3:46][NH2:47].[n:1]1[cH:2][c:3]([CH2:7][NH:8][C:9](=[O:10])[c:11]2[cH:12][cH:13][c:14]3[n:20]2[CH2:19][c:18]2[c:17]([cH:24][cH:23][cH:22][cH:21]2)[N:16]([C:25](=[O:26])[c:27]2[cH:28][cH:29][c:30](-[c:33]4[c:34]([CH2:39][C:40](=[O:41])[OH:42])[cH:35][cH:36][cH:37][cH:38]4)[cH:31][cH:32]2)[CH2:15]3)[cH:4][cH:5][cH:6]1>>[n:1]1[cH:2][c:3]([CH2:7][NH:8][C:9](=[O:10])[c:11]2[cH:12][cH:13][c:14]3[n:20]2[CH2:19][c:18]2[c:17]([cH:24][cH:23][cH:22][cH:21]2)[N:16]([C:25](=[O:26])[c:27]2[cH:28][cH:29][c:30](-[c:33]4[c:34]([CH2:39][C:40](=[O:42])[NH:44][CH3:43])[cH:35][cH:36][cH:37][cH:38]4)[cH:31][cH:32]2)[CH2:15]3)[cH:4][cH:5][cH:6]1. The reactants are C(C1=CC=CC=C1)(C1=CC=CC=C1)N(CCNC)C (N1-benzhydryl-N1,N2-dimethyl-ethan-1,2-diamine), BrCCCCN1C(C=2C(C1=O)=CC=CC2)=O (N-(4-bromobutyl)-phthalimide), C([O-])([O-])=O.[K+].[K+] (potassium carbonate), [I-].[Na+] (sodium iodide). Solvent: CN(C)C=O (DMF). Product: C(C1=CC=CC=C1)(C1=CC=CC=C1)N(CCN(CCCCN1C(C2=CC=CC=C2C1=O)=O)C)C (2-(4-{[2-(benzhydryl-methyl-amino)-ethyl]-methylamino}-butyl)-isoindol-1,3-dione). RXN SMILES: [CH:1]([N:14]([CH3:19])[CH2:15][CH2:16][NH:17][CH3:18])([C:8]1[CH:13]=[CH:12][CH:11]=[CH:10][CH:9]=1)[C:2]1[CH:7]=[CH:6][CH:5]=[CH:4][CH:3]=1.Br[CH2:21][CH2:22][CH2:23][CH2:24][N:25]1[C:29](=[O:30])[C:28]2=[CH:31][CH:32]=[CH:33][CH:34]=[C:27]2[C:26]1=[O:35].C(=O)([O-])[O-].[K+].[K+].[I-].[Na+]>CN(C=O)C>[CH:1]([N:14]([CH3:19])[CH2:15][CH2:16][N:17]([CH3:18])[CH2:21][CH2:22][CH2:23][CH2:24][N:25]1[C:29](=[O:30])[C:28]2[C:27](=[CH:34][CH:33]=[CH:32][CH:31]=2)[C:26]1=[O:35])([C:8]1[CH:9]=[CH:10][CH:11]=[CH:12][CH:13]=1)[C:2]1[CH:7]=[CH:6][CH:5]=[CH:4][CH:3]=1 |f:2.3.4,5.6|. Procedure details: 13.9 g (54,7 mmol) N1-benzhydryl-N1,N2-dimethyl-ethan-1,2-diamine, 15.4 g (54.7 mmol) N-(4-bromobutyl)-phthalimide, 15.1 g (109.5 mmol) potassium carbonate and 1.6 g (10.6 mmol) sodium iodide are stirred for four hours in DMF at 70° C. After cooling, the mixture is concentrated under vacuum and the residue is distributed between chloroform and water. The organic phase is dried over sodium sulfate and evaporated under vacuum until dry. The purification occurs by chromatography on silica gel with ... The reactants are CCOC(C)=O, Clc1ccc(Nc2nnc(Cl)c3ccccc23)cc1, Sc1ccncc1. Product: Clc1ccc(Nc2nnc(Sc3ccncc3)c3ccccc23)cc1. Reaction SMILES: [CH3:27][CH2:28][O:29][C:30](=[O:31])[CH3:32].[Cl:1][c:2]1[n:3][n:4][c:5]([NH:12][c:13]2[cH:14][cH:15][c:16]([Cl:19])[cH:17][cH:18]2)[c:6]2[cH:7][cH:8][cH:9][cH:10][c:11]12.[SH:20][c:21]1[cH:22][cH:23][n:24][cH:25][cH:26]1>>[c:2]1([S:20][c:21]2[cH:22][cH:23][n:24][cH:25][cH:26]2)[n:3][n:4][c:5]([NH:12][c:13]2[cH:14][cH:15][c:16]([Cl:19])[cH:17][cH:18]2)[c:6]2[cH:7][cH:8][cH:9][cH:10][c:11]12. Starting materials: solution, CCCCCC (hexane), C1(CC=CCC1)C(=O)O (3-cyclohexene-1-carboxylic acid), CCOCC (ether), Cl (HCl), O (water). Yields the product C1(CC=CCC1)C(CCCCC)=O (1-(3-cyclohexen-1-yl)-1-hexanone). As a reaction SMILES: [CH:1]1([C:7]([OH:9])=O)[CH2:6][CH2:5][CH:4]=[CH:3][CH2:2]1.CCOCC.Cl.O.[CH3:17][CH2:18][CH2:19][CH2:20][CH2:21]C>>[CH:1]1([C:7](=[O:9])[CH2:17][CH2:18][CH2:19][CH2:20][CH3:21])[CH2:6][CH2:5][CH:4]=[CH:3][CH2:2]1. Procedure details: A 500 mL round bottom flask equipped with a mechanical stirrer was charged with 18.9 g (0.15 mol) 3-cyclohexene-1-carboxylic acid, and 300 mL of ether. 132 mL of hexylithium (2.5 M solution in hexane, 0.33 mol) was slowly added to above mixture in ice bath over 40 min. After the above mixture was reacted at 0° C. for 30 minutes, the reaction mixture was warmed to room temperature. The mixture is slowly added into a vigorously stirred mixture of 27 mL (0.32 mol) of concentrated HCl and 400 mL of ...